From a dataset of the Open Reaction Database (ORD), a public repository of structured organic reaction records. describe an organic reaction: reactants, conditions, products, and yield Reactants: C1CCOC1, COC(=O)CNC(=O)C1=C(O)c2cc(Cl)ccc2C2(CCN(C(=O)c3ccccc3)CC2)C1=O, [Li+], [OH-], O, O. Yields the product O=C(O)CNC(=O)C1=C(O)c2cc(Cl)ccc2C2(CCN(C(=O)c3ccccc3)CC2)C1=O. RXN SMILES: [CH2:38]1[O:39][CH2:40][CH2:41][CH2:42]1.[Cl:1][c:2]1[cH:3][c:4]2[c:9]([cH:10][cH:11]1)[C:8]1([C:7](=[O:25])[C:6]([C:26](=[O:27])[NH:28][CH2:29][C:30](=[O:31])[O:32][CH3:33])=[C:5]2[OH:34])[CH2:12][CH2:13][N:14]([C:17](=[O:18])[c:19]2[cH:20][cH:21][cH:22][cH:23][cH:24]2)[CH2:15][CH2:16]1.[Li+:37].[OH-:36].[OH2:35].[OH2:43]>>[Cl:1][c:2]1[cH:3][c:4]2[c:9]([cH:10][cH:11]1)[C:8]1([C:7](=[O:25])[C:6]([C:26](=[O:27])[NH:28][CH2:29][C:30](=[O:31])[OH:32])=[C:5]2[OH:34])[CH2:12][CH2:13][N:14]([C:17](=[O:18])[c:19]2[cH:20][cH:21][cH:22][cH:23][cH:24]2)[CH2:15][CH2:16]1. The reactants are O (water), CC(CNCC(C)O)O (diisopropanolamine), C(C1=CC=CC=C1)=O (benzaldehyde). Solvent: C1=CC=CC=C1 (benzene). Yields the product C1(=CC=CC=C1)C1OC(CN1CC(C)O)C (2-phenyl-3-(2-hydroxypropyl)-5-methyloxazolidine). Yield: 96.8%. RXN SMILES: O.[CH3:2][CH:3]([OH:10])[CH2:4][NH:5][CH2:6][CH:7]([OH:9])[CH3:8].[CH:11](=O)[C:12]1[CH:17]=[CH:16][CH:15]=[CH:14][CH:13]=1>C1C=CC=CC=1>[C:12]1([CH:11]2[N:5]([CH2:6][CH:7]([OH:9])[CH3:8])[CH2:4][CH:3]([CH3:2])[O:10]2)[CH:17]=[CH:16][CH:15]=[CH:14][CH:13]=1. Procedure: A reaction vessel equipped with a thermometer, a dropping funnel, a stirrer and a condenser having a water separator was charged with 133 g of diisopropanolamine and 100 g of benzene, to which 107 g of benzaldehyde was added dropwise at room temperature for one hour. The content was heated to reflux and, after removing water produced during reacting, reacted for another 5 hours. Benzene was removed under a reduced pressure and then distilled at 125° to 127° C./1 mmHg to obtain 214 g of 2-phenyl-...